From a dataset of the Open Reaction Database (ORD), a public repository of structured organic reaction records. describe an organic reaction: reactants, conditions, products, and yield The reactants are CN(CCc1c[nH]c2ccc(Cl)cc12)Cc1ccccc1, CN1CCCC1=O, Fc1ccc(I)cc1, [K+], [K+], O=C([O-])[O-], O. Product: CN(CCc1cn(-c2ccc(F)cc2)c2ccc(Cl)cc12)Cc1ccccc1. Reaction SMILES: [CH2:1]([c:2]1[cH:3][cH:4][cH:5][cH:6][cH:7]1)[N:8]([CH3:9])[CH2:10][CH2:11][c:12]1[cH:13][nH:14][c:15]2[cH:16][cH:17][c:18]([Cl:21])[cH:19][c:20]12.[CH3:36][N:37]1[CH2:38][CH2:39][CH2:40][C:41]1=[O:42].[F:22][c:23]1[cH:24][cH:25][c:26]([I:29])[cH:27][cH:28]1.[K+:30].[K+:31].[O-:32][C:33]([O-:34])=[O:35].[OH2:43]>>[CH2:1]([c:2]1[cH:3][cH:4][cH:5][cH:6][cH:7]1)[N:8]([CH3:9])[CH2:10][CH2:11][c:12]1[cH:13][n:14](-[c:26]2[cH:25][cH:24][c:23]([F:22])[cH:28][cH:27]2)[c:15]2[cH:16][cH:17][c:18]([Cl:21])[cH:19][c:20]12. Reactants: CN(C)CCO.CCO (DMEA EtOH), C(#N)C=1C=C2C=3C[C@@H](CCC3N(C2=CC1)CC1=CC(=CC=C1)F)NC(=O)C1CC1 ((R)-Cyclopropanecarboxylic acid[6-cyano-9-(3-fluorobenzyl)-2,3,4,9-tetrahydro-1H-carbazol-3-yl]amide). Product: C(#N)C=1C=C2C=3CC(CCC3N(C2=CC1)CC1=NC(=CC=C1)F)NC(=O)C1CC1 (Cyclopropanecarboxylic acid[6-cyano-9-(6-fluoro-pyridin-2-ylmethyl)-2,3,4,9-tetrahydro-1H-carbazol-3-yl]-amide). RXN SMILES: C[N:2](CCO)C.CCO.[C:10]([C:12]1[CH:13]=[C:14]2[C:22](=[CH:23][CH:24]=1)[N:21]([CH2:25][C:26]1[CH:31]=[CH:30][CH:29]=[C:28]([F:32])C=1)[C:20]1[CH2:19][CH2:18][C@@H:17]([NH:33][C:34]([CH:36]3[CH2:38][CH2:37]3)=[O:35])[CH2:16][C:15]2=1)#[N:11]>>[C:10]([C:12]1[CH:13]=[C:14]2[C:22](=[CH:23][CH:24]=1)[N:21]([CH2:25][C:26]1[CH:31]=[CH:30][CH:29]=[C:28]([F:32])[N:2]=1)[C:20]1[CH2:19][CH2:18][CH:17]([NH:33][C:34]([CH:36]3[CH2:38][CH2:37]3)=[O:35])[CH2:16][C:15]2=1)#[N:11] |f:0.1|. Reported procedure: Prepare the title compound from cyclopropanecarboxylic acid(6-cyano-2,3,4,9-tetrahydro-1H-carbazol-3-yl)amide (Preparation 69) (10.0 g, 35.8 mmol) and 2-bromomethyl-6-fluoro-pyridine (Preparation 44) (7.49 g, 39.4 mmol) by essentially following procedures as described in Preparation 45 to obtain 4.30 g (31%) of a salmon colored solid. Resolve the enantiomers using chiral chromatography essentially as described for Example 194, but using 0.2% DMEA/EtOH eluent. (R)-Isomer is first to elute. Slurry... The reactants are NC1=C(OC2=NC(=C(C=C21)C2=CC=C(C=C2)Cl)C2=C(C=C(C=C2)Cl)Cl)C(C(C)(C)C)=O (1-[3-Amino-5-(4-chlorophenyl)-6-(2,4-dichlorophenyl)furo[2,3-b]pyridin-2-yl]-2,2-dimethylpropan-1-one), [H-].[Na+] (sodium hydride), CN(C)C=O (DMF), IC (iodomethane). Reaction conditions: temperature 0 celsius, time 20 minute. Yields the product ClC1=CC=C(C=C1)C=1C=C2C(=NC1C1=C(C=C(C=C1)Cl)Cl)OC(=C2N(C)C)C(C(C)(C)C)=O (1-[5-(4-Chlorophenyl)-6-(2,4-dichlorophenyl)-3-(dimethylamino)furo[2,3-b]pyridin-2-yl]-2,2-dimethylpropan-1-one). As a reaction SMILES: NC1[C:10]2[C:5](=[N:6][C:7]([C:18]3[CH:23]=[CH:22][C:21]([Cl:24])=[CH:20][C:19]=3[Cl:25])=[C:8]([C:11]3[CH:16]=[CH:15][C:14]([Cl:17])=[CH:13][CH:12]=3)[CH:9]=2)[O:4][C:3]=1[C:26](=[O:31])[C:27]([CH3:30])([CH3:29])[CH3:28].[H-].[Na+].IC.[CH3:36][N:37]([CH:39]=O)[CH3:38]>>[Cl:17][C:14]1[CH:15]=[CH:16][C:11]([C:8]2[CH:9]=[C:10]3[C:39]([N:37]([CH3:36])[CH3:38])=[C:3]([C:26](=[O:31])[C:27]([CH3:29])([CH3:28])[CH3:30])[O:4][C:5]3=[N:6][C:7]=2[C:18]2[CH:23]=[CH:22][C:21]([Cl:24])=[CH:20][C:19]=2[Cl:25])=[CH:12][CH:13]=1 |f:1.2|. Procedure: A solution of 0.050 g (0.106 mmol) of the product from Example 17 in DMF (1 mL) at 0° C. was treated with sodium hydride (0.010 g; 60% dispersion; 0.232 mmol). After the addition, the reaction mixture was stirred for 20 minutes at 0° C., and then treated with iodomethane (26 μL; 0.424 mmol). The reaction was warmed to room temperature and stirred for 2 hours. The reaction was quenched with saturated NaHCO3 solution. The reaction mixture was partitioned between ethyl acetate and saturated NaHCO3 ... Reactants: Cl (hydrogen chloride), O1CCOCC1 (dioxane), C(C)(C)(C)OC(NC(CCC1=CC(=C(C=C1)OCCCCCC1=CC=CC=C1)C(F)(F)F)(CO)CO)=O ({1,1-bis(hydroxymethyl)-3-[4-(5-phenylpentyloxy)-3-trifluoromethylphenyl]propyl}carbamic acid t-butyl ester). Run in C(Cl)Cl (methylene chloride). Reaction conditions: time 12 hour. Product: Cl.NC(CO)(CO)CCC1=CC(=C(C=C1)OCCCCCC1=CC=CC=C1)C(F)(F)F (2-amino-2-{2-[4-(5-phenylpentyloxy)-3-trifluoromethylphenyl]ethyl}propane-1,3-diol hydrochloride). As a reaction SMILES: C(OC(=O)[NH:7][C:8]([CH2:35][OH:36])([CH2:33][OH:34])[CH2:9][CH2:10][C:11]1[CH:16]=[CH:15][C:14]([O:17][CH2:18][CH2:19][CH2:20][CH2:21][CH2:22][C:23]2[CH:28]=[CH:27][CH:26]=[CH:25][CH:24]=2)=[C:13]([C:29]([F:32])([F:31])[F:30])[CH:12]=1)(C)(C)C.[ClH:38].O1CCOCC1>C(Cl)Cl>[ClH:38].[NH2:7][C:8]([CH2:9][CH2:10][C:11]1[CH:16]=[CH:15][C:14]([O:17][CH2:18][CH2:19][CH2:20][CH2:21][CH2:22][C:23]2[CH:28]=[CH:27][CH:26]=[CH:25][CH:24]=2)=[C:13]([C:29]([F:30])([F:31])[F:32])[CH:12]=1)([CH2:33][OH:34])[CH2:35][OH:36] |f:4.5|. Procedure: Compound 5-1 (560 mg) was dissolved in methylene chloride (5 ml), hydrogen chloride-containing dioxane (4 mol/l 5 ml) was added, and the mixture was stirred at room temperature for 12 hr. The reaction mixture was concentrated, and the residue was washed with diethyl ether to give the object product (410 mg) as a white powder. Reactants: C[Sn](C)(C)Cl (trimethyltin chloride), [Cl-].[NH4+] (ammonium chloride), C1(=CC=C(C=C1)[Mg]Br)C (p-tolylmagnesium bromide), C(C)OCC (diethyl ether), [Cl-].[NH4+] (ammonium chloride), CC1=CC=C(C=C1)C1=CC=C(C=C1)C (4,4'-dimethylbiphenyl). The solvent is O1CCCC1 (tetrahydrofuran), O (water). The product is CC1=CC=C(C=C1)[Sn](C)(C)C (4-Methylphenyltrimethylstannane). Yield: 100.0%. RXN SMILES: [C:1]1([CH3:9])[CH:6]=[CH:5][C:4]([Mg]Br)=[CH:3][CH:2]=1.C(OCC)C.[CH3:15][Sn:16](Cl)([CH3:18])[CH3:17].[Cl-].[NH4+].CC1C=CC(C2C=CC(C)=CC=2)=CC=1>O1CCCC1.O>[CH3:9][C:1]1[CH:6]=[CH:5][C:4]([Sn:16]([CH3:18])([CH3:17])[CH3:15])=[CH:3][CH:2]=1 |f:3.4|. Procedure: 41.4L of 1.0 M p-tolylmagnesium bromide in diethyl ether (41.4 mol) was added dropwise, maintaining the temperature below -5° C., over 4 hours to a solution of 546 g (2.79 mol) of trimethyltin chloride in tetrahydrofuran (4L) under nitrogen at -10 C. The suspension was allowed to warm slowly to room temperature over 12 h then saturated ammonium chloride solution (1L) was added followed by sufficient water (approximately 1L) to dissolve the precipitate. The solution was extracted with ether-hexan...